Dataset: the Open Reaction Database (ORD), a public repository of structured organic reaction records. Task: describe an organic reaction: reactants, conditions, products, and yield Reaction SMILES: [CH2:1]([O:8][C:9]([N:11]1[CH2:16][CH2:15][CH:14]([O:17][C:18](=[O:27])[NH:19][CH2:20][CH2:21][CH2:22][CH2:23][CH2:24][CH2:25][OH:26])[CH2:13][CH2:12]1)=[O:10])[C:2]1[CH:7]=[CH:6][CH:5]=[CH:4][CH:3]=1.N1C=CC=CC=1.Cl[C:35]([O:37][C:38]1[CH:43]=[CH:42][C:41]([N+:44]([O-:46])=[O:45])=[CH:40][CH:39]=1)=[O:36]>C(Cl)Cl>[CH2:1]([O:8][C:9]([N:11]1[CH2:12][CH2:13][CH:14]([O:17][C:18](=[O:27])[NH:19][CH2:20][CH2:21][CH2:22][CH2:23][CH2:24][CH2:25][O:26][C:35]([O:37][C:38]2[CH:39]=[CH:40][C:41]([N+:44]([O-:46])=[O:45])=[CH:42][CH:43]=2)=[O:36])[CH2:15][CH2:16]1)=[O:10])[C:2]1[CH:7]=[CH:6][CH:5]=[CH:4][CH:3]=1. Yield: 39.5%. The reactants are C(C1=CC=CC=C1)OC(=O)N1CCC(CC1)OC(NCCCCCCO)=O (4-(6-Hydroxy-hexylcarbamoyloxy)-piperidine-1-carboxylic acid benzyl ester), N1=CC=CC=C1 (pyridine), ClC(=O)OC1=CC=C(C=C1)[N+](=O)[O-] (4-nitrophenyl chloroformate). Solvent: C(Cl)Cl (methylene chloride), C(Cl)Cl (methylene chloride). Reaction conditions: time 8 hour. The product is C(C1=CC=CC=C1)OC(=O)N1CCC(CC1)OC(NCCCCCCOC(=O)OC1=CC=C(C=C1)[N+](=O)[O-])=O (4-[6-(4-Nitro-phenoxycarbonyloxy)-hexylcarbamoyloxy]-piperidine-1-carboxylic acid benzyl ester). Procedure details: A solution of the alcohol (50 g, 0.13 moles) produced in Example 22 and pyridine (10.7 ml, 0.13 moles) in 500 ml of methylene chloride was added dropwise under nitrogen to a solution of 4-nitrophenyl chloroformate (26.64 g, 0.13 mol) in 500 ml of methylene chloride at room temperature. After the addition, the reaction was stirred overnight at room temperature. A solid had formed which was removed by filtration. The filtrate was extracted two times with 1N HCl, multiple times with saturated Na2CO... Reactants: [C@@H]1([C@@H](CCC1)C(=O)O)C(=O)O ((trans)-cyclopentane-1,2-dicarboxylic acid), COC1=C(CO)C=CC(=C1)OC (2,4-dimethoxy-benzyl alcohol), CCN=C=NCCCN(C)C.Cl (EDC.HCl). The reagents and catalysts are CN(C)C=1C=CN=CC1 (DMAP). Product: COC1=C(COC(=O)[C@H]2[C@@H](CCC2)C(=O)O)C=CC(=C1)OC (rac-(trans)-Cyclopentane-1,2-dicarboxylic acid mono-(2,4-dimethoxy-benzyl)ester). Reaction SMILES: [C@@H:1]1([C:9]([OH:11])=[O:10])[CH2:5][CH2:4][CH2:3][C@H:2]1[C:6]([OH:8])=[O:7].[CH3:12][O:13][C:14]1[CH:21]=[C:20]([O:22][CH3:23])[CH:19]=[CH:18][C:15]=1[CH2:16]O.CCN=C=NCCCN(C)C.Cl>CN(C1C=CN=CC=1)C.CN(C=O)C.O.C([O-])(O)=O.[Na+]>[CH3:12][O:13][C:14]1[CH:21]=[C:20]([O:22][CH3:23])[CH:19]=[CH:18][C:15]=1[CH2:16][O:7][C:6]([C@@H:2]1[CH2:3][CH2:4][CH2:5][C@H:1]1[C:9]([OH:11])=[O:10])=[O:8] |f:2.3,7.8|. Solvent: CN(C)C=O (DMF), O (H2O), C(=O)(O)[O-].[Na+] (NaHCO3). Reported procedure: To a solution of (trans)-cyclopentane-1,2-dicarboxylic acid (1.90 g, 12 mmol), 2,4-dimethoxy-benzyl alcohol (2.02 g, 12 mmol), DMAP (73 mg, 0.6 mmol) in DMF (30 mL), chilled in an ice bath, was added EDC.HCl (2.53 g, 13.2 mmol) in two portions. The mixture was stirred at ice bath temperature for 15 min and warmed to RT for 4 hrs. The reaction mixture was diluted with H2O (100 mL) and saturated NaHCO3 (40 mL). The aqueous mixture was extracted with EtOAC (3×30 mL), acidified to pH 3 with saturate... Run at time 15 minute.